This data is from the Open Reaction Database (ORD), a public repository of structured organic reaction records. The task is: describe an organic reaction: reactants, conditions, products, and yield Starting materials: C(C)(C)(C)NC(CN1C(C(CC(CC1C1=CC=CC=C1)C1=C(C=CC=C1)C)N=[N+]=[N-])=O)=O (N-(t-butyl)-2-oxo-3-azido-5-(2-methylphenyl)-7-phenyl-2,3,4,5,6,7-hexahydroazepin-1-yl ethanoic amide). The reagents and catalysts are [Pd] (palladium-on-carbon), [H+].[H+].[Cl-].[Cl-].[Cl-].[Cl-].[Cl-].[Cl-].[K+].[I-].[Pt] (iodoplatinate). Run in CO (methanol), C(C)O (ethanol), C(Cl)Cl (methylene chloride), C(C)(=O)OCC (ethyl acetate). Yields the product C(C)(C)(C)NC(CN1C(C(CC(CC1C1=CC=CC=C1)C1=C(C=CC=C1)C)N)=O)=O (N-(t-Butyl)-2-oxo-3-amino-5-(2-methylphenyl)-7-phenyl-2,3,4,5,6,7-hexahydroazepin-1-yl ethanoic amide). Yield: 94.7%. Reaction SMILES: [C:1]([NH:5][C:6](=[O:32])[CH2:7][N:8]1[CH:14]([C:15]2[CH:20]=[CH:19][CH:18]=[CH:17][CH:16]=2)[CH2:13][CH:12]([C:21]2[CH:26]=[CH:25][CH:24]=[CH:23][C:22]=2[CH3:27])[CH2:11][CH:10]([N:28]=[N+]=[N-])[C:9]1=[O:31])([CH3:4])([CH3:3])[CH3:2]>C(O)C.C(Cl)Cl.CO.C(OCC)(=O)C.[Pd].[H+].[H+].[Cl-].[Cl-].[Cl-].[Cl-].[Cl-].[Cl-].[K+].[I-].[Pt]>[C:1]([NH:5][C:6](=[O:32])[CH2:7][N:8]1[CH:14]([C:15]2[CH:16]=[CH:17][CH:18]=[CH:19][CH:20]=2)[CH2:13][CH:12]([C:21]2[CH:26]=[CH:25][CH:24]=[CH:23][C:22]=2[CH3:27])[CH2:11][CH:10]([NH2:28])[C:9]1=[O:31])([CH3:4])([CH3:2])[CH3:3] |f:6.7.8.9.10.11.12.13.14.15.16|. Reported procedure: A solution of 13.7 grams (31.6 mmol) N-(t-butyl)-2-oxo-3-azido-5-(2-methylphenyl)-7-phenyl-2,3,4,5,6,7-hexahydroazepin-1-yl ethanoic amide in 120 mL ethanol and 60 mL methylene chloride was hydrogenated at 42 psi in the presence of 3.9 grams 10% palladium-on-carbon for 36 hours. The reaction showed Rf =0.30/0.15 iodoplatinate positive, in 30% methanol in ethyl acetate. It was filtered through Celite with ethanol and methylene chloride, evaporated, and chromatographed on silica gel using 15% and ... Reactants: CCN=C=NCCCN(C)C, CN1CCCC1=O, Cl, c1cncc(C2CCNC2)c1, O, On1nnc2ccccc21, O=C(O)c1cnoc1-c1ccccc1. The product is O=C(c1cnoc1-c1ccccc1)N1CCC(c2cccnc2)C1. Reaction SMILES: [CH2:37]([N:38]=[C:39]=[N:40][CH2:41][CH2:42][CH2:43][N:44]([CH3:45])[CH3:46])[CH3:47].[CH3:49][N:50]1[CH2:51][CH2:52][CH2:53][C:54]1=[O:55].[ClH:36].[NH:1]1[CH2:2][CH:3]([c:6]2[cH:7][n:8][cH:9][cH:10][cH:11]2)[CH2:4][CH2:5]1.[OH2:48].[OH:26][n:27]1[c:28]2[cH:29][cH:30][cH:31][cH:32][c:33]2[n:34][n:35]1.[c:12]1(-[c:18]2[c:19]([C:23](=[O:24])[OH:25])[cH:20][n:21][o:22]2)[cH:13][cH:14][cH:15][cH:16][cH:17]1>>[N:1]1([C:23]([c:19]2[c:18](-[c:12]3[cH:13][cH:14][cH:15][cH:16][cH:17]3)[o:22][n:21][cH:20]2)=[O:24])[CH2:2][CH:3]([c:6]2[cH:7][n:8][cH:9][cH:10][cH:11]2)[CH2:4][CH2:5]1. The reagents and catalysts are CN(C)C=1C=CN=CC1 (DMAP). Reported procedure: 30 Milliliters of 20% hydrous pyridine was added to 1.2 g of 4-[(3-morpholinopropyl)aminoiminomethylamino]benzioc acid.dihydrochloride, 1.79 g of 6-amidino-1-carbamoylmethyl-2-naphthol.hydrochloride, 1.06 g of DCC and 52.4 mg of DMAP, followed by stirring for 2 hours under cooling with ice and then 48 hours at room temperature. The precipitate was filtered and the filtrate was concentrated under reduced pressure. To the residue was added 30 ml of DMF, and the solution was added dropwise to a mix... Yields the product O1CCN(CC1)CCCNN=CNC1=CC=C(C(=O)OC2=C(C3=CC=C(C=C3C=C2)C(N)=N)CC(N)=O)C=C1 (6-amidino-1-carbamoylmethyl-2-naphthyl 4-[(3-morpholinopropyl)aminoiminomethylamino)benzoate). Reaction conditions: time 2 hour. As a reaction SMILES: [N:1]1[CH:6]=[CH:5][CH:4]=[CH:3][CH:2]=1.C1(N)C(F)=C(F)C(F)=C([NH2:16])C=1F.Cl.Cl.Cl.[C:22]([C:25]1[CH:26]=[C:27]2[C:32](=[CH:33][CH:34]=1)[C:31]([CH2:35][C:36](=[O:38])[NH2:37])=[C:30]([OH:39])[CH:29]=[CH:28]2)(=[NH:24])[NH2:23].C1CCC([N:46]=[C:47]=[N:48][CH:49]2[CH2:54][CH2:53][CH2:52][CH2:51][CH2:50]2)CC1.[CH2:55]([C:57](C)=[O:58])C.O.[CH:61]([OH:63])=O>CN(C1C=CN=CC=1)C>[O:58]1[CH2:5][CH2:6][N:1]([CH2:2][CH2:3][CH2:4][NH:16][N:46]=[CH:47][NH:48][C:49]2[CH:50]=[CH:51][C:52]([C:61]([O:39][C:30]3[CH:29]=[CH:28][C:27]4[C:32](=[CH:33][CH:34]=[C:25]([C:22](=[NH:23])[NH2:24])[CH:26]=4)[C:31]=3[CH2:35][C:36](=[O:38])[NH2:37])=[O:63])=[CH:53][CH:54]=2)[CH2:55][CH2:57]1 |f:1.2.3,4.5,7.8.9|. The reactants are N1=CC=CC=C1 (pyridine), C1CCC(CC1)N=C=NC2CCCCC2 (DCC), C(C)C(=O)C.O.C(=O)O (methyl ethyl ketone water formic acid), C1(=C(C(=C(C(=C1F)F)F)N)F)N.Cl.Cl (dihydrochloride), Cl.C(N)(=N)C=1C=C2C=CC(=C(C2=CC1)CC(N)=O)O (6-amidino-1-carbamoylmethyl-2-naphthol.hydrochloride). Reactants: C(C)(C)(C)C=1N=C(C=2C(N1)=NN(N2)CC)N2CC(CC2)(F)F (5-tert-Butyl-7-(3,3-difluoro-pyrrolidin-1-yl)-2-ethyl-2H-[1,2,3]triazolo[4,5-d]pyrimidine), C(C)(C)(C)C=1N=C(C2=C(N1)NN=N2)N2CC(C(C2)(F)F)(F)F (5-tert-Butyl-7-(3,3,4,4-tetrafluoro-pyrrolidin-1-yl)-3H-[1,2,3]triazolo[4,5-d]pyrimidine), ClCC=1OC(=NN1)C (2-(chloromethyl)-5-methyl-1,3,4-oxadiazole). Yields the product C(C)(C)(C)C=1N=C(C=2C(N1)=NN(N2)CC=2OC(=NN2)C)N2CC(C(C2)(F)F)(F)F (5-tert-Butyl-2-(5-methyl-[1,3,4]oxadiazol-2-ylmethyl)-7-(3,3,4,4-tetrafluoro-pyrrolidin-1-yl)-2H-[1,2,3]triazolo[4,5-d]pyrimidine). Reaction SMILES: C(C1N=C(N2CCC(F)(F)C2)C2C(=NN(CC)N=2)N=1)(C)(C)C.[C:23]([C:27]1[N:28]=[C:29]([N:36]2[CH2:40][C:39]([F:42])([F:41])[C:38]([F:44])([F:43])[CH2:37]2)[C:30]2[N:35]=[N:34][NH:33][C:31]=2[N:32]=1)([CH3:26])([CH3:25])[CH3:24].Cl[CH2:46][C:47]1[O:48][C:49]([CH3:52])=[N:50][N:51]=1>>[C:23]([C:27]1[N:28]=[C:29]([N:36]2[CH2:40][C:39]([F:41])([F:42])[C:38]([F:43])([F:44])[CH2:37]2)[C:30]2[C:31](=[N:33][N:34]([CH2:46][C:47]3[O:48][C:49]([CH3:52])=[N:50][N:51]=3)[N:35]=2)[N:32]=1)([CH3:26])([CH3:24])[CH3:25]. Procedure details: In analogy to the procedure described for the synthesis of 5-tert-butyl-7-(3,3-difluoro-pyrrolidin-1-yl)-2-ethyl-2H-[1,2,3]triazolo[4,5-d]pyrimidine (example 3, step b), the title compound was prepared from 5-tert-Butyl-7-(3,3,4,4-tetrafluoro-pyrrolidin-1-yl)-3H-[1,2,3]triazolo[4,5-d]pyrimidine and 2-(chloromethyl)-5-methyl-1,3,4-oxadiazole and isolated as white solid. MS (m/e): 415.3 (MH+). Starting materials: CCOC(=O)CBr, COC(=O)COc1ccc(CC(C)NCC(O)c2csc(C(F)(F)F)n2)cc1, O=C([O-])[O-], CCC(C)=O, [K+], [K+]. As a reaction SMILES: [Br:29][CH2:30][C:31](=[O:32])[O:33][CH2:34][CH3:35].[C:1](=[O:2])([O:3][CH3:4])[CH2:5][O:6][c:7]1[cH:8][cH:9][c:10]([CH2:13][CH:14]([CH3:15])[NH:16][CH2:17][CH:18]([c:19]2[n:20][c:21]([C:24]([F:25])([F:26])[F:27])[s:22][cH:23]2)[OH:28])[cH:11][cH:12]1.[C:36](=[O:37])([O-:38])[O-:39].[CH3:42][CH2:43][C:44](=[O:45])[CH3:46].[K+:40].[K+:41]>>[C:1](=[O:2])([O:3][CH3:4])[CH2:5][O:6][c:7]1[cH:8][cH:9][c:10]([CH2:13][CH:14]([CH3:15])[N:16]([CH2:17][CH:18]([c:19]2[n:20][c:21]([C:24]([F:25])([F:26])[F:27])[s:22][cH:23]2)[OH:28])[CH2:30][C:31](=[O:32])[O:33][CH2:34][CH3:35])[cH:11][cH:12]1. The product is CCOC(=O)CN(CC(O)c1csc(C(F)(F)F)n1)C(C)Cc1ccc(OCC(=O)OC)cc1. Starting materials: FC1=C(C=CC(=C1)F)[C@]1(OC1)[C@H](C)O ((1S)-1-[(2R)-(2,4-difluorophenyl)-2-oxiranyl]ethanol), FC(COC1=CC=C(C=C1)N1C(NC=C1)=O)(C(F)(F)F)F (1-[4-(2,2,3,3,3-pentafluoropropoxy)phenyl]-2(1H,3H)-imidazolone). The product is FC1=C(C=CC(=C1)F)[C@]1([C@@H](C)N2C(N(C=C2)C2=CC=C(C=C2)OCC(C(F)(F)F)(F)F)=O)CO1 (1-[(1R,2S)-2-(2,4-difluorophenyl)-2,3-epoxy-1-methylpropyl]-3-[4-(2,2,3,3,3-pentafluoropropoxy)phenyl]-2(1H,3H)-imidazolone). The yield is 22.0%. Reaction SMILES: [F:1][C:2]1[CH:7]=[C:6]([F:8])[CH:5]=[CH:4][C:3]=1[C@:9]1([C@@H:12](O)[CH3:13])[CH2:11][O:10]1.[F:15][C:16]([F:35])([C:31]([F:34])([F:33])[F:32])[CH2:17][O:18][C:19]1[CH:24]=[CH:23][C:22]([N:25]2[CH:29]=[CH:28][NH:27][C:26]2=[O:30])=[CH:21][CH:20]=1>>[F:1][C:2]1[CH:7]=[C:6]([F:8])[CH:5]=[CH:4][C:3]=1[C@:9]1([O:10][CH2:11]1)[C@H:12]([N:27]1[CH:28]=[CH:29][N:25]([C:22]2[CH:23]=[CH:24][C:19]([O:18][CH2:17][C:16]([F:15])([F:35])[C:31]([F:33])([F:34])[F:32])=[CH:20][CH:21]=2)[C:26]1=[O:30])[CH3:13]. Procedure: In the same manner as in Reference Example 5, starting from 1.0 g of (1S)-1-[(2R)-(2,4-difluorophenyl)-2-oxiranyl]ethanol and 1.23 g of 1-[4-(2,2,3,3,3-pentafluoropropoxy)phenyl]-2(1H,3H)-imidazolone, 0.43 g of 1-[(1R,2S)-2-(2,4-difluorophenyl)-2,3-epoxy-1-methylpropyl]-3-[4-(2,2,3,3,3-pentafluoropropoxy)phenyl]-2(1H,3H)-imidazolone was obtained as colorless plates. The reactants are C1=CC2=NO[N+](=C2C=C1)[O-] (benzofuroxan), N#CN.[Na].[Na] (disodium cyanamide). The solvent is CO (methanol), O (water). Conditions: temperature 60 celsius, time 40 minute. The product is NC=1N=NC2=C(N1)C=CC=C2 (3-amino-1,2,4-benzotriazine). Isolated yield 21.9%. Reaction SMILES: [CH:1]1[CH:9]=[CH:8][C:7]2[C:3](=[N:4]O[N+:6]=2[O-])[CH:2]=1.[N:11]#[C:12][NH2:13].[Na].[Na]>CO.O>[NH2:13][C:12]1[N:11]=[N:6][C:7]2[CH:8]=[CH:9][CH:1]=[CH:2][C:3]=2[N:4]=1 |f:1.2.3,^1:13,14|. Procedure: To a suspension of 13.6 g (0.1 mol) of benzofuroxan in a mixture of 40 ml of methanol and 40 ml of water at 20° C. are added in portions 17.2 g (0.2 mol) of disodium cyanamide. In the course of addition, the temperature rises to 50° C.-60° C. and the solution assumes a blue-violet color. It is stirred for a further 40 minutes at about 60° C. and the precipitate which separates out is then removed by filtration from the mother liquor, which is retained and processed further. The precipitate is di... Reaction SMILES: [CH3:23][c:24]1[cH:25][cH:26][cH:27][cH:28][cH:29]1.[CH3:30][CH2:31][OH:32].[ClH:22].[N+:1](=[O:2])([O-:3])[c:4]1[cH:5][c:6]([C:7](=[O:8])[O:9][CH3:10])[cH:11][cH:12][c:13]1[O:14][CH2:15][CH2:16][N:17]1[CH2:18][CH2:19][CH2:20][CH2:21]1>>[ClH:22].[N+:1](=[O:2])([O-:3])[c:4]1[cH:5][c:6]([C:7](=[O:8])[OH:9])[cH:11][cH:12][c:13]1[O:14][CH2:15][CH2:16][N:17]1[CH2:18][CH2:19][CH2:20][CH2:21]1. Reactants: Cc1ccccc1, CCO, Cl, COC(=O)c1ccc(OCCN2CCCC2)c([N+](=O)[O-])c1. The product is Cl, O=C(O)c1ccc(OCCN2CCCC2)c([N+](=O)[O-])c1. The reactants are C(C)(C)(C)C1=NC2=C(N1CC1CCOCC1)C=CC(=C2)S(=O)(=O)Cl (2-tert-butyl-1-(tetrahydro-2H-pyran-4-ylmethyl)-1H-benzimidazole-5-sulfonyl chloride), N1N=CC=C1 (pyrazole). Reagents/catalysts: CN(C)C=1C=CN=CC1 (DMAP). Run in CC#N (MeCN). The product is white solid, C(C)(C)(C)C1=NC2=C(N1CC1CCOCC1)C=CC(=C2)S(=O)(=O)N2N=CC=C2 (2-tert-Butyl-5-(1H-pyrazol-1-ylsulfonyl)-1-(tetrahydro-2H-pyran-4-ylmethyl)-1H-benzimidazole). Isolated yield 56.0%. As a reaction SMILES: [C:1]([C:5]1[N:9]([CH2:10][CH:11]2[CH2:16][CH2:15][O:14][CH2:13][CH2:12]2)[C:8]2[CH:17]=[CH:18][C:19]([S:21](Cl)(=[O:23])=[O:22])=[CH:20][C:7]=2[N:6]=1)([CH3:4])([CH3:3])[CH3:2].[NH:25]1[CH:29]=[CH:28][CH:27]=[N:26]1>CN(C1C=CN=CC=1)C.CC#N>[C:1]([C:5]1[N:9]([CH2:10][CH:11]2[CH2:16][CH2:15][O:14][CH2:13][CH2:12]2)[C:8]2[CH:17]=[CH:18][C:19]([S:21]([N:25]3[CH:29]=[CH:28][CH:27]=[N:26]3)(=[O:23])=[O:22])=[CH:20][C:7]=2[N:6]=1)([CH3:4])([CH3:3])[CH3:2]. Procedure details: Following the same procedure in Example 1, Step A, using 2-tert-butyl-1-(tetrahydro-2H-pyran-4-ylmethyl)-1H-benzimidazole-5-sulfonyl chloride (76 mg, 0.20 mmol), pyrazole (34 mg, 0.50 mmol) and DMAP (82 mg, 0.67 mmol) in MeCN (5 mL). The crude product was purified by MPLC using Hex/EtOAc (1:1) on silica gel to give 46 mg (56% yield) of a white solid as the title compound. 1H NMR (400 MHz, METHANOL-D4) δ 1.36-1.54 (m, 4 H), 1.56 (s, 9 H), 2.15-2.41 (m, 1 H), 3.23-3.38 (m, 2 H), 3.88 (m, 2 H), 4.3... Starting materials: ClC1=CC(=C(CN2N=CC3=CC(=CC=C23)C=O)C=C1)C(F)(F)F ([4-chloro-2-(trifluoromethyl)benzyl]-1H-indazol-5-carbaldehyde), OCCN1C(SCC1=O)=O (3-(2-hydroxyethyl)thiazolidine-2,4-dione). Product: ClC1=CC(=C(CN2N=CC3=CC(=CC=C23)\C=C/2\C(N(C(S2)=O)CCO)=O)C=C1)C(F)(F)F ((5Z)-5-({1-[4-Chloro-2-(trifluoromethyl)benzyl]-1H-indazol-5-yl}methylene)-3-(2-hydroxyethyl)thiazolidine-2,4-dione). RXN SMILES: [Cl:1][C:2]1[CH:19]=[CH:18][C:5]([CH2:6][N:7]2[C:15]3[C:10](=[CH:11][C:12]([CH:16]=O)=[CH:13][CH:14]=3)[CH:9]=[N:8]2)=[C:4]([C:20]([F:23])([F:22])[F:21])[CH:3]=1.[OH:24][CH2:25][CH2:26][N:27]1[C:31](=[O:32])[CH2:30][S:29][C:28]1=[O:33]>>[Cl:1][C:2]1[CH:19]=[CH:18][C:5]([CH2:6][N:7]2[C:15]3[C:10](=[CH:11][C:12](/[CH:16]=[C:30]4/[C:31](=[O:32])[N:27]([CH2:26][CH2:25][OH:24])[C:28](=[O:33])[S:29]/4)=[CH:13][CH:14]=3)[CH:9]=[N:8]2)=[C:4]([C:20]([F:21])([F:22])[F:23])[CH:3]=1. Procedure details: (5Z)-5-({1-[4-Chloro-2-(trifluoromethyl)benzyl]-1H-indazol-5-yl}methylene)-3-(2-hydroxyethyl)thiazolidine-2,4-dione was prepared from [4-chloro-2-(trifluoromethyl)benzyl]-1H-indazol-5-carbaldehyde (from Example 1) and 3-(2-hydroxyethyl)thiazolidine-2,4-dione following General Procedure E.